This data is from the Open Reaction Database (ORD), a public repository of structured organic reaction records. The task is: describe an organic reaction: reactants, conditions, products, and yield Procedure: (S)-3-[[(Phenylmethoxy)carbonyl]amino]-2azetidinone (2 g) was suspended in 200 ml of dry tetrahydrofuran and cooled to -70° C. Chlorosulfonylisocyanate (1.4 g) dissolved in 7 ml of dry tetrahydrofuran was added with stirring. The temperature was allowed to rise to 0° C. and this temperature was maintained for 10 minutes. Afterwards it was cooled to -40° C., 1.2 g of triethylamine was dropped in and 2.9 g of 1-[2-[(t-butoxycarbonyl)amino]ethyl]-3-carbamoyl-2-oxoimidazolidine was added. This mixtu... Product: C(C)(C)(C)OC(=O)NCCN1C(N(CC1)C(=O)NS(=O)(=O)NC(=O)N1C([C@H](C1)NC(OCC1=CC=CC=C1)=O)=O)=O ((S)-[1-[[[[[[3-[2-(t-butoxycarbonylamino)ethyl]-2-oxo-1-imidazolidinyl]carbonyl]amino]sulfonyl]amino]carbonyl]-2-oxo-3azetidinyl]carbamic acid, phenylmethyl ester). Conditions: temperature -70 celsius. Solvent: O1CCCC1 (tetrahydrofuran), O1CCCC1 (tetrahydrofuran), C(C)N(CC)CC (triethylamine). The yield is 99.5%. The reactants are ClS(=O)(=O)N=C=O (Chlorosulfonylisocyanate), C1(=CC=CC=C1)COC(=O)N[C@@H]1C(NC1)=O ((S)-3-[[(Phenylmethoxy)carbonyl]amino]-2azetidinone), [K] (potassium), C(C)(C)(C)OC(=O)NCCN1C(N(CC1)C(N)=O)=O (1-[2-[(t-butoxycarbonyl)amino]ethyl]-3-carbamoyl-2-oxoimidazolidine). RXN SMILES: [C:1]1([CH2:7][O:8][C:9]([NH:11][C@H:12]2[CH2:15][NH:14][C:13]2=[O:16])=[O:10])[CH:6]=[CH:5][CH:4]=[CH:3][CH:2]=1.Cl[S:18]([N:21]=[C:22]=[O:23])(=[O:20])=[O:19].[C:24]([O:28][C:29]([NH:31][CH2:32][CH2:33][N:34]1[CH2:38][CH2:37][N:36]([C:39](=[O:41])[NH2:40])[C:35]1=[O:42])=[O:30])([CH3:27])([CH3:26])[CH3:25].[K]>O1CCCC1.C(N(CC)CC)C>[C:24]([O:28][C:29]([NH:31][CH2:32][CH2:33][N:34]1[CH2:38][CH2:37][N:36]([C:39]([NH:40][S:18]([NH:21][C:22]([N:14]2[CH2:15][C@H:12]([NH:11][C:9](=[O:10])[O:8][CH2:7][C:1]3[CH:6]=[CH:5][CH:4]=[CH:3][CH:2]=3)[C:13]2=[O:16])=[O:23])(=[O:20])=[O:19])=[O:41])[C:35]1=[O:42])=[O:30])([CH3:27])([CH3:25])[CH3:26] |^1:42|. The reactants are CCCNP(=O)(NCCC)N1CCCC(NC(=O)OCc2ccccc2)C1=O, CO, [Pd]. Yields the product CCCNP(=O)(NCCC)N1CCCC(N)C1=O. RXN SMILES: [CH2:1]([O:2][C:3](=[O:4])[NH:11][CH:12]1[C:13](=[O:28])[N:14]([P:18](=[O:19])([NH:20][CH2:21][CH2:22][CH3:23])[NH:24][CH2:25][CH2:26][CH3:27])[CH2:15][CH2:16][CH2:17]1)[c:5]1[cH:6][cH:7][cH:8][cH:9][cH:10]1.[CH3:29][OH:30].[Pd:31]>>[NH2:11][CH:12]1[C:13](=[O:28])[N:14]([P:18](=[O:19])([NH:20][CH2:21][CH2:22][CH3:23])[NH:24][CH2:25][CH2:26][CH3:27])[CH2:15][CH2:16][CH2:17]1. Reactants: COC(CCCCCCCN(C(C1=CC=C(C=C1)OC)=O)C1=CC=C(C=C1)OC)=O (8-[4-methoxy-N-(4-methoxyphenyl)-benzamido]-caprylic acid methyl ester), [OH-].[Na+] (sodium hydroxide). Solvent: CO (methanol). The product is COC1=CC=C(C(=O)N(C2=CC=C(C=C2)OC)CCCCCCCC(=O)O)C=C1 (8-[4-Methoxy-N-(4-methoxyphenyl)-benzamido]-caprylic acid). As a reaction SMILES: C[O:2][C:3](=[O:30])[CH2:4][CH2:5][CH2:6][CH2:7][CH2:8][CH2:9][CH2:10][N:11]([C:22]1[CH:27]=[CH:26][C:25]([O:28][CH3:29])=[CH:24][CH:23]=1)[C:12](=[O:21])[C:13]1[CH:18]=[CH:17][C:16]([O:19][CH3:20])=[CH:15][CH:14]=1.[OH-].[Na+]>CO>[CH3:20][O:19][C:16]1[CH:17]=[CH:18][C:13]([C:12]([N:11]([CH2:10][CH2:9][CH2:8][CH2:7][CH2:6][CH2:5][CH2:4][C:3]([OH:30])=[O:2])[C:22]2[CH:27]=[CH:26][C:25]([O:28][CH3:29])=[CH:24][CH:23]=2)=[O:21])=[CH:14][CH:15]=1 |f:1.2|. Procedure details: As described in example 1(b), 10 g (24 mmol) of 8-[4-methoxy-N-(4-methoxyphenyl)-benzamido]-caprylic acid methyl ester is reacted with 2 g (50 mmol) of sodium hydroxide and 200 cc. of methanol. Reaction time: 6 hours, reaction temperature: 25° C. Starting materials: [OH-].[Na+] (NaOH), [Na+].[I-] (NaI), C=1C=CC(=CC1)P(CP(C=2C=CC=CC2)C=3C=CC=CC3)C=4C=CC=CC4 (dppm), BrCCBr (1,2-dibromoethane). The reagents and catalysts are C(C)(=O)[O-].[Pd+2].C(C)(=O)[O-] (palladium acetate). Run in ClCCl (dichloromethane). Conditions: time 20 minute. Product: P(C1=CC=CC=C1)(C1=CC=CC=C1)CP(=O)(C1=CC=CC=C1)C1=CC=CC=C1 (Ph2PCH2P(O)Ph2). RXN SMILES: [CH:1]1[CH:2]=[CH:3][C:4]([P:7]([C:22]2[CH:23]=[CH:24][CH:25]=[CH:26][CH:27]=2)[CH2:8][P:9]([C:16]2[CH:17]=[CH:18][CH:19]=[CH:20][CH:21]=2)[C:10]2[CH:11]=[CH:12][CH:13]=[CH:14][CH:15]=2)=[CH:5][CH:6]=1.BrCCBr.[OH-:32].[Na+].[Na+].[I-]>C([O-])(=O)C.[Pd+2].C([O-])(=O)C.ClCCl>[P:7]([CH2:8][P:9]([C:16]1[CH:17]=[CH:18][CH:19]=[CH:20][CH:21]=1)([C:10]1[CH:15]=[CH:14][CH:13]=[CH:12][CH:11]=1)=[O:32])([C:22]1[CH:27]=[CH:26][CH:25]=[CH:24][CH:23]=1)[C:4]1[CH:3]=[CH:2][CH:1]=[CH:6][CH:5]=1 |f:2.3,4.5,6.7.8|. Reported procedure: A mixture of palladium acetate (5 mg; 2.2×10-2 mmol), dppm (2.00 g; 5.21 mmol), 1,2-dibromoethane (2.0 g; 10.64 mmol), and dichloromethane (10 mL) was stirred for 20 minutes. To this solution, aqueous NaOH (20% by weight; 6 mL) containing NaI (40 mg; 0.27 mmol) was added and the mixture was vigorously stirred under reflux for 4 hours. The organic phase was filtered through a silica plug which was then washed with CH2Cl2 /AcOEt (3:1 by volume). The combined organic solutions were evaporated to dr... Reactants: C[C@@]12C3=C(C=C(C=C3OC[C@@H]2[C@]2(CCCC([C@@H]2CC1)(C)C)C)OC(C)C)OC(C)C ((1R,10R,11S,16S)-1,11,15,15-tetramethyl-3,5-bis(propan-2-yloxy)-8-oxatetracyclo[8.8.0.02,7.011,16]octadeca-2,4,6-triene), B(Br)(Br)Br (BBr3). Solvent: C(Cl)Cl (CH2Cl2), C(Cl)Cl (CH2Cl2). Reaction conditions: time 5 hour. Product: C[C@@]12C3=C(C=C(C=C3OC[C@@H]2[C@]2(CCCC([C@@H]2CC1)(C)C)C)O)O ((1R,10R,11S,16S)-1,11,15,15-tetramethyl-8-oxatetracyclo[8.8.0.02,7.011,16]octadeca-2,4,6-triene-3,5-diol). As a reaction SMILES: [CH3:1][C@@:2]12[CH2:19][CH2:18][C@@H:17]3[C@:12]([CH3:22])([CH2:13][CH2:14][CH2:15][C:16]3([CH3:21])[CH3:20])[C@H:11]1[CH2:10][O:9][C:8]1[C:3]2=[C:4]([O:27]C(C)C)[CH:5]=[C:6]([O:23]C(C)C)[CH:7]=1.B(Br)(Br)Br>C(Cl)Cl>[CH3:1][C@@:2]12[CH2:19][CH2:18][C@@H:17]3[C@:12]([CH3:22])([CH2:13][CH2:14][CH2:15][C:16]3([CH3:20])[CH3:21])[C@H:11]1[CH2:10][O:9][C:8]1[C:3]2=[C:4]([OH:27])[CH:5]=[C:6]([OH:23])[CH:7]=1. Reported procedure: To a solution of (1R,10R,11S,16S)-1,11,15,15-tetramethyl-3,5-bis(propan-2-yloxy)-8-oxatetracyclo[8.8.0.02,7.011,16]octadeca-2,4,6-triene (Compound No. 49) (0.20 g, 0.48 mmol) in CH2Cl2 (10 mL), cooled to 0° C., a 1 M BBr3 solution in CH2Cl2 (1.8 mL, 1.8 mmol) was added dropwise. The ice bath was removed and the reaction was stirred at room temperature for 5 h. The reaction was quenched with MeOH (10 mL) and concentrated. This quench/concentration step was repeated 5 times. Purification by column... The reactants are NC1=NC(=CC(=N1)N1CCC2(C[C@H](NC2)C(=O)OCC)CC1)O[C@@H](C(F)(F)F)C1=C(C=C(C=C1)Cl)C1=CC=CC=C1 ((S)-ethyl 8-(2-amino-6-((R)-1-(5-chloro-[1,1′-biphenyl]-2-yl)-2,2,2-trifluoroethoxy)pyrimidin-4-yl)-2,8-diazaspiro[4.5]decane-3-carboxylate), [Li+].[OH-] (LiOH). Product: NC1=NC(=CC(=N1)N1CCC2(C[C@H](NC2)C(=O)O)CC1)O[C@@H](C(F)(F)F)C1=C(C=C(C=C1)Cl)C1=CC=CC=C1 ((S)-8-(2-amino-6-((R)-1-(5-chloro-[1,1′-biphenyl]-2-yl)-2,2,2-trifluoroethoxy)pyrimidin-4-yl)-2,8-diazaspiro[4.5]decane-3-carboxylic acid). RXN SMILES: [NH2:1][C:2]1[N:7]=[C:6]([N:8]2[CH2:22][CH2:21][C:11]3([CH2:15][NH:14][C@H:13]([C:16]([O:18]CC)=[O:17])[CH2:12]3)[CH2:10][CH2:9]2)[CH:5]=[C:4]([O:23][C@H:24]([C:29]2[CH:34]=[CH:33][C:32]([Cl:35])=[CH:31][C:30]=2[C:36]2[CH:41]=[CH:40][CH:39]=[CH:38][CH:37]=2)[C:25]([F:28])([F:27])[F:26])[N:3]=1.[Li+].[OH-]>>[NH2:1][C:2]1[N:7]=[C:6]([N:8]2[CH2:9][CH2:10][C:11]3([CH2:15][NH:14][C@H:13]([C:16]([OH:18])=[O:17])[CH2:12]3)[CH2:21][CH2:22]2)[CH:5]=[C:4]([O:23][C@H:24]([C:29]2[CH:34]=[CH:33][C:32]([Cl:35])=[CH:31][C:30]=2[C:36]2[CH:41]=[CH:40][CH:39]=[CH:38][CH:37]=2)[C:25]([F:28])([F:27])[F:26])[N:3]=1 |f:1.2|. Procedure: Hydrolysis of (S)-ethyl 8-(2-amino-6-((R)-1-(5-chloro-[1,1′-biphenyl]-2-yl)-2,2,2-trifluoroethoxy)pyrimidin-4-yl)-2,8-diazaspiro[4.5]decane-3-carboxylate using the LiOH general method provided the title compound as an off-white solid as the zwitterionic form. Procedure details: A solution of Intermediate 1 (250 mg) obtained in Example 1, Step A, 2,6-di(tert-butyl)-4-methylphenol (0.5 mg, Tokyo Kasei Kogyo), and tri(n-butyl)vinyltin (0.25 ml, Tokyo Kasei Kogyo) in toluene (8 ml) is added with tetrakis(triphenylphosphine)palladium(0) (13 mg, Kanto Chemicals) under a nitrogen gas atmosphere, and the mixture is refluxed by heating for 12 hours. The reaction mixture is cooled to room temperature, and then the solvent is evaporated under reduced pressure. The residue is puri... Yields the product C(C)(C)(C)OC(=O)NC1CN(CC1)S(=O)(=O)C=1C=2C(=CN=CC2C=CC1)C=C ((R/S)-3-(tert-Butoxycarbonylamino)-1-(4-vinyl-5-isoquinolinesulfonyl)pyrrolidine). Isolated yield 21298.1%. Solvent: C1(=CC=CC=C1)C (toluene). Reagents/catalysts: C=1C=CC(=CC1)[P](C=2C=CC=CC2)(C=3C=CC=CC3)[Pd]([P](C=4C=CC=CC4)(C=5C=CC=CC5)C=6C=CC=CC6)([P](C=7C=CC=CC7)(C=8C=CC=CC8)C=9C=CC=CC9)[P](C=1C=CC=CC1)(C=1C=CC=CC1)C=1C=CC=CC1 (tetrakis(triphenylphosphine)palladium(0)). Reaction SMILES: [C:1]([O:5][C:6]([NH:8][CH:9]1[CH2:13][CH2:12][N:11]([S:14]([C:17]2[C:18]3[C:19](Br)=[CH:20][N:21]=[CH:22][C:23]=3[CH:24]=[CH:25][CH:26]=2)(=[O:16])=[O:15])[CH2:10]1)=[O:7])([CH3:4])([CH3:3])[CH3:2].[C:28](C1C=C(C)C=C(C(C)(C)C)C=1O)(C)(C)[CH3:29].C(C([Sn])=C(CCCC)CCCC)CCC>C1(C)C=CC=CC=1.C1C=CC([P]([Pd]([P](C2C=CC=CC=2)(C2C=CC=CC=2)C2C=CC=CC=2)([P](C2C=CC=CC=2)(C2C=CC=CC=2)C2C=CC=CC=2)[P](C2C=CC=CC=2)(C2C=CC=CC=2)C2C=CC=CC=2)(C2C=CC=CC=2)C2C=CC=CC=2)=CC=1>[C:1]([O:5][C:6]([NH:8][CH:9]1[CH2:13][CH2:12][N:11]([S:14]([C:17]2[C:18]3[C:19]([CH:28]=[CH2:29])=[CH:20][N:21]=[CH:22][C:23]=3[CH:24]=[CH:25][CH:26]=2)(=[O:16])=[O:15])[CH2:10]1)=[O:7])([CH3:4])([CH3:3])[CH3:2] |^1:45,69,71,90,109|. Reactants: C(C)(C)(C)OC(=O)NC1CN(CC1)S(=O)(=O)C=1C=2C(=CN=CC2C=CC1)Br ((R/S)-3-(tert-Butoxycarbonylamino)-1-(4-bromo-5-isoquinolinesulfonyl)pyrrolidine), C(C)(C)(C)C1=C(C(=CC(=C1)C)C(C)(C)C)O (2,6-di(tert-butyl)-4-methylphenol), C(CCC)C(=C(CCCC)CCCC)[Sn] (tri(n-butyl)vinyltin). Reactants: [OH-].[Na+] (NaOH), C1(=CC=CC=C1)N1CC(N(CC1)CC1=CC=CC=C1)CN (4-phenyl-1-(phenylmethyl)-2-piperazinemethanamine), C[Al](C)C (trimethylaluminum), COC(C1=CC=C(C=C1)N(S(=O)(=O)C)C)=O (4-[(methyl)(methylsulfonyl)amino]benzoic acid methyl ester). The product is CN(C1=CC=C(C(=O)NCC2N(CCN(C2)C2=CC=CC=C2)CC2=CC=CC=C2)C=C1)S(=O)(=O)C (4-[(Methyl)(methylsulfonyl)amino]-N-[[4-phenyl-1-(phenylmethyl)piperazin-2-yl]methyl]benzamide). Reaction SMILES: [C:1]1([N:7]2[CH2:12][CH2:11][N:10]([CH2:13][C:14]3[CH:19]=[CH:18][CH:17]=[CH:16][CH:15]=3)[CH:9]([CH2:20][NH2:21])[CH2:8]2)[CH:6]=[CH:5][CH:4]=[CH:3][CH:2]=1.C[Al](C)C.C[O:27][C:28](=O)[C:29]1[CH:34]=[CH:33][C:32]([N:35]([CH3:40])[S:36]([CH3:39])(=[O:38])=[O:37])=[CH:31][CH:30]=1.[OH-].[Na+]>>[CH3:40][N:35]([S:36]([CH3:39])(=[O:38])=[O:37])[C:32]1[CH:31]=[CH:30][C:29]([C:28]([NH:21][CH2:20][CH:9]2[CH2:8][N:7]([C:1]3[CH:6]=[CH:5][CH:4]=[CH:3][CH:2]=3)[CH2:12][CH2:11][N:10]2[CH2:13][C:14]2[CH:19]=[CH:18][CH:17]=[CH:16][CH:15]=2)=[O:27])=[CH:34][CH:33]=1 |f:3.4|. Reported procedure: To 4-phenyl-1-(phenylmethyl)-2-piperazinemethanamine (6.95 g, 24.7 mmol) intoluene (130 mL) at 0° C. add trimethylaluminum (2.0M in toluene, 16.2 mL, 32.4 mmol). Allow the reaction to warm to room temperature and add 4-[(methyl)(methylsulfonyl)amino]benzoic acid methyl ester (6.91 g, 28.4 mmol). Heat the reaction and monitor the progress by thin-layer chromatography. Upon completion make the solution basic with aqueous NaOH and extract with EtOAc. Remove the solvent in vacuo. Flash chromatograph... The reactants are CCO, O=C(O)C(O)(c1ccccc1)c1ccc([N+](=O)[O-])cc1, NN. The product is Nc1ccc(C(O)(C(=O)O)c2ccccc2)cc1. Reaction SMILES: [CH3:23][CH2:24][OH:25].[N+:1]([O-:2])(=[O:3])[c:4]1[cH:5][cH:6][c:7]([C:8]([C:9](=[O:10])[OH:11])([OH:12])[c:13]2[cH:14][cH:15][cH:16][cH:17][cH:18]2)[cH:19][cH:20]1.[NH2:21][NH2:22]>>[NH2:1][c:4]1[cH:5][cH:6][c:7]([C:8]([C:9](=[O:10])[OH:11])([OH:12])[c:13]2[cH:14][cH:15][cH:16][cH:17][cH:18]2)[cH:19][cH:20]1. Reactants: C(C)(C)(C)[Si](OC1CN(C=2N(C(C=C(N2)C2=CC=CC=C2)=O)C1)C1=NC(=NC=C1)NC(C)C1=CC=CC=C1)(C)C (7-(tert-butyl-dimethyl-silanyloxy)-2-phenyl-9-[2-(1-phenyl-ethylamino)-pyrimidin-4-yl]-6,7,8,9-tetrahydro-pyrimido[1,2-a]pyrimidin-4-one), C(Cl)Cl (DCM), Cl (HCl), C(=O)(O)[O-].[Na+] (NaHCO3). The solvent is CO (MeOH). Run at time 16 hour. Product: OC1CN(C=2N(C(C=C(N2)C2=CC=CC=C2)=O)C1)C1=NC(=NC=C1)NC(C)C1=CC=CC=C1 (7-Hydroxy-2-phenyl-9-[2-(1-phenyl-ethylamino)-pyrimidin-4-yl]-6,7,8,9-tetrahydro-pyrimido[1,2-a]pyrimidin-4-one). RXN SMILES: C([Si](C)(C)[O:6][CH:7]1[CH2:23][N:11]2[C:12](=[O:22])[CH:13]=[C:14]([C:16]3[CH:21]=[CH:20][CH:19]=[CH:18][CH:17]=3)[N:15]=[C:10]2[N:9]([C:24]2[CH:29]=[CH:28][N:27]=[C:26]([NH:30][CH:31]([C:33]3[CH:38]=[CH:37][CH:36]=[CH:35][CH:34]=3)[CH3:32])[N:25]=2)[CH2:8]1)(C)(C)C.C(Cl)Cl.Cl.C([O-])(O)=O.[Na+]>CO>[OH:6][CH:7]1[CH2:23][N:11]2[C:12](=[O:22])[CH:13]=[C:14]([C:16]3[CH:17]=[CH:18][CH:19]=[CH:20][CH:21]=3)[N:15]=[C:10]2[N:9]([C:24]2[CH:29]=[CH:28][N:27]=[C:26]([NH:30][CH:31]([C:33]3[CH:38]=[CH:37][CH:36]=[CH:35][CH:34]=3)[CH3:32])[N:25]=2)[CH2:8]1 |f:3.4|. Reported procedure: A solution of 7-(tert-butyl-dimethyl-silanyloxy)-2-phenyl-9-[2-(1-phenyl-ethylamino)-pyrimidin-4-yl]-6,7,8,9-tetrahydro-pyrimido[1,2-a]pyrimidin-4-one (20 mg) in MeOH (3 mL)-DCM (1 mL) was treated with HCl (conc. 1.5 mL). After the mixture was stirred at room temperature for 16 h, it was neutralized with NaHCO3 (aq) and then extracted with DCM (3×). The organic layer was dried (Na2SO4) and concentrated to a solid that was purified on silica (1-3% 2N NH3—MeOH in DCM) to provide the product as a w...